This data is from the Open Reaction Database (ORD), a public repository of structured organic reaction records. The task is: describe an organic reaction: reactants, conditions, products, and yield The reactants are CCc1csc(CCc2ccnc(NC(=O)OC(C)(C)C)c2)c1Br, ClCCl, O=C(O)C(F)(F)F. Product: CCc1csc(CCc2ccnc(N)c2)c1Br. As a reaction SMILES: [Br:1][c:2]1[c:3]([CH2:9][CH2:10][c:11]2[cH:12][c:13]([NH:17][C:18](=[O:19])[O:20][C:21]([CH3:22])([CH3:23])[CH3:24])[n:14][cH:15][cH:16]2)[s:4][cH:5][c:6]1[CH2:7][CH3:8].[Cl:32][CH2:33][Cl:34].[OH:25][C:26]([C:27]([F:28])([F:29])[F:30])=[O:31]>>[Br:1][c:2]1[c:3]([CH2:9][CH2:10][c:11]2[cH:12][c:13]([NH2:17])[n:14][cH:15][cH:16]2)[s:4][cH:5][c:6]1[CH2:7][CH3:8].